From a dataset of the Open Reaction Database (ORD), a public repository of structured organic reaction records. describe an organic reaction: reactants, conditions, products, and yield Reactants: [OH-].[Na+] (sodium hydroxide), [OH-].[K+] (potassium hydroxide), amines, esters, O1C(CC=C1)=O (furanone), formula 2, [OH-].[Na+] (sodium hydroxide), CS(=O)(=O)C1C(C(=O)OC1)O (3-methanesulfonylhydroxybutyrolactone), CS(=O)(=O)C1[C@H](C(=O)OC1)O ((S)-3-methanesulfonyl hydroxybutyrolactone), CN(C)C (trimethylamine). The solvent is N1=CC=CC=C1 (pyridine), C(C)N(CC)CC (triethylamine), O (water). Conditions: time 10 minute. The product is O[C@@H](C[N+](C)(C)C)CC([O-])=O (L-carnitine). As a reaction SMILES: [OH-].[Na+].CS([CH:7]1[CH2:12][O:11][C:9](=[O:10])[CH:8]1O)(=O)=O.[OH-].[K+].CS(C1COC(=O)[C@@H]1O)(=O)=O.[CH3:27][N:28]([CH3:30])[CH3:29].[O:31]1C=CCC1=O>O.N1C=CC=CC=1.C(N(CC)CC)C>[OH:31][C@H:7]([CH2:8][C:9](=[O:10])[O-:11])[CH2:12][N+:28]([CH3:30])([CH3:29])[CH3:27] |f:0.1,3.4|. Reported procedure: The first reaction step is a ring-opening reaction of (S)-3-activated hydroxybutyrolactone expressed by formula 2. The ring-opening reaction of this invention is similar to the reaction in which the ester group is hydrolyzed. However, in view of the reaction mechanism, the general hydrolysis method cannot work due to the presence of the 3-activated hydroxy group which is easily detachable at the β-position of the carbonyl group of the compound of formula 2. In this regard, several commonly known... Starting materials: ClC1=C(C=CC=C1)S(=O)(=O)N1CCC2(CCN(C2=O)C2=CC=C(C=C2)CC2=NN=NN2)CC1 (8-(2-chloro-benzenesulfonyl)-2-[4-(1H-tetrazol-5-ylmethyl)-phenyl]-2,8-diaza-spiro[4.5]decan-1-one), C(C)(=O)OC(C)=O (acetic anhydride). Solvent: C(Cl)Cl (CH2Cl2). Yields the product ClC1=C(C=CC=C1)S(=O)(=O)N1CCC2(CCN(C2=O)C2=CC=C(C=C2)CC=2OC(=NN2)C)CC1 (8-(2-chloro-benzenesulfonyl)-2-[4-(5-methyl-[1,3,4]oxadiazol-2-ylmethyl)-phenyl]-2,8-diaza-spiro[4.5]decan-1-one). As a reaction SMILES: [Cl:1][C:2]1[CH:7]=[CH:6][CH:5]=[CH:4][C:3]=1[S:8]([N:11]1[CH2:33][CH2:32][C:14]2([C:18](=[O:19])[N:17]([C:20]3[CH:25]=[CH:24][C:23]([CH2:26][C:27]4NN=[N:29][N:28]=4)=[CH:22][CH:21]=3)[CH2:16][CH2:15]2)[CH2:13][CH2:12]1)(=[O:10])=[O:9].[C:34](OC(=O)C)(=[O:36])[CH3:35]>C(Cl)Cl>[Cl:1][C:2]1[CH:7]=[CH:6][CH:5]=[CH:4][C:3]=1[S:8]([N:11]1[CH2:33][CH2:32][C:14]2([C:18](=[O:19])[N:17]([C:20]3[CH:25]=[CH:24][C:23]([CH2:26][C:27]4[O:36][C:34]([CH3:35])=[N:29][N:28]=4)=[CH:22][CH:21]=3)[CH2:16][CH2:15]2)[CH2:13][CH2:12]1)(=[O:9])=[O:10]. Reported procedure: This material was obtained essentially following a procedure described in the literature (Jurisic et al, Synth. Comm. 1994, p 1575) from above 8-(2-chloro-benzenesulfonyl)-2-[4-(1H-tetrazol-5-ylmethyl)-phenyl]-2,8-diaza-spiro[4.5]decan-1-one (135 mg) on treatment with acetic anhydride (2 ml), in CH2Cl2 (2 ml), heating at reflux for 30 minutes and subsequent usual aqueous work-up to give the desired 8-(2-chloro-benzenesulfonyl)-2-[4-(5-methyl-[1,3,4]oxadiazol-2-ylmethyl)-phenyl]-2,8-diaza-spiro[4... Starting materials: C(c1cccc(c1)c1ccc(cc1)C(F)(F)F)=O, CC1=CN=C(C=C1)N, [C-]#[N+]C1CCCCC1. The reagents and catalysts are O=C(O)C(F)(F)F (trifluoroacetic acid). Run in CC(C)O (isopropyl alcohol), CC(C)O (isopropylalcohol). Reaction conditions: temperature 22 celsius, time 20 hour. The product is Cc1ccc2nc(c3cccc(c3)c3ccc(cc3)C(F)(F)F)c(NC3CCCCC3)n2c1. The yield is 76.2%. RXN SMILES: CC1=CC=C(N)N=C1.[C-]#[N+]C1CCCCC1.FC(F)(F)C1=CC=C(C=C1)C1=CC(C=O)=CC=C1>>CC1=CN2C(C=C1)=NC(=C2NC1CCCCC1)C1=CC=CC(=C1)C1=CC=C(C=C1)C(F)(F)F. As a reaction SMILES: [C:1](O)(=O)[CH2:2][C:3]([OH:5])=[O:4].[Br:8][C:9]1[CH:10]=[C:11](C=O)[S:12][CH:13]=1.[OH-].[K+].Cl>N1C=CC=CC=1.N1CCCCC1.O>[Br:8][C:9]1[CH:10]=[C:11](/[CH:1]=[CH:2]/[C:3]([OH:5])=[O:4])[S:12][CH:13]=1 |f:2.3|. Reported procedure: Malonic acid (16.2 g) was added to a solution of 4-bromothiophen-2-aldehyde (25.1 g) in pyridine (100 cm3) and piperidine (3.2 cm3) and the resulting mixture was heated at 100° C. for 6.5 hours, allowed to cool to room temperature overnight and was then evaporated down to give a beige semi-solid. The semi-solid was treated with aqueous potassium hydroxide solution and the resulting mixture was diluted with water (50 cm3), acidified with concentrated hydrochloric acid (90 cm3) and then cooled to ... Reactants: C(CC(=O)O)(=O)O (Malonic acid), BrC=1C=C(SC1)C=O (4-bromothiophen-2-aldehyde), Cl (hydrochloric acid), [OH-].[K+] (potassium hydroxide). Conditions: temperature 100 celsius. The product is BrC=1C=C(SC1)/C=C/C(=O)O ((E)-4-Bromo-3-(2-thienyl)acrylic acid). Solvent: N1=CC=CC=C1 (pyridine), N1CCCCC1 (piperidine), O (water). Reactants: C(C1=CC=CC=C1)OC(NC(C)(CCS(=O)(=O)C[C@H]1O[C@@H]([C@@H]([C@H]([C@@H]1O)O)O)OC)C)=O (benzyl(2-methyl-4-((((2S,3S,4S,5R,6S)-3,4,5-trihydroxy-6-methoxytetrahydro-2H-pyran-2-yl)methyl)sulfonyl)butan-2-yl)carbamate). The reagents and catalysts are [Pd] (Pd on carbon). Solvent: CO (methanol). Run at time 3 hour. Yields the product NC(CCS(=O)(=O)C[C@H]1O[C@@H]([C@@H]([C@H]([C@@H]1O)O)O)OC)(C)C ((2S,3S,4S,5R,6S)-2-(((3-amino-3-methylbutyl)sulfonyl)methyl)-6-methoxytetrahydro-2H-pyran-3,4,5-triol). Isolated yield 101.0%. Reaction SMILES: C(OC(=O)[NH:10][C:11]([CH3:30])([CH2:13][CH2:14][S:15]([CH2:18][C@@H:19]1[C@@H:24]([OH:25])[C@H:23]([OH:26])[C@@H:22]([OH:27])[C@@H:21]([O:28][CH3:29])[O:20]1)(=[O:17])=[O:16])[CH3:12])C1C=CC=CC=1>CO.[Pd]>[NH2:10][C:11]([CH3:30])([CH3:12])[CH2:13][CH2:14][S:15]([CH2:18][C@@H:19]1[C@@H:24]([OH:25])[C@H:23]([OH:26])[C@@H:22]([OH:27])[C@@H:21]([O:28][CH3:29])[O:20]1)(=[O:16])=[O:17]. Reported procedure: Under a nitrogen atmosphere, 175 mg of 10% Pd on carbon was added to a solution of benzyl(2-methyl-4-((((2S,3S,4S,5R,6S)-3,4,5-trihydroxy-6-methoxytetrahydro-2H-pyran-2-yl)methyl)sulfonyl)butan-2-yl)carbamate (700 mg, 1.5 mmol) in 5 mL of methanol. The resultant mixture was degassed and placed under a hydrogen atmosphere, stirring for 3 hours. The suspension was filtered through a pad of celite, washing with methanol, and the filtrate was concentrated under reduced pressure to give ca 496 mg of ...